This data is from the Open Reaction Database (ORD), a public repository of structured organic reaction records. The task is: describe an organic reaction: reactants, conditions, products, and yield The reactants are CSC (dimethylsulfide), C1(C=2N(CC1)C=CC2)C#N (1,2-dihydro-3H-pyrrolo[1,2-a]pyrrole-1-carbonitrile), ClN1C(CCC1=O)=O (N-chlorosuccinimide). Solvent: ClCCl (dichloromethane), ClCCl (dichloromethane), ClCCl (dichloromethane), ClCCl (dichloromethane). Reaction conditions: time 10 minute. Yields the product CSC1=CC=C2N1CCC2C#N (5-Methylthio-1,2-dihydro-3H-pyrrolo[1,2-a]pyrrole-1-carbonitrile). As a reaction SMILES: ClN1C(=O)CCC1=O.[CH3:9][S:10][CH3:11].[CH:12]1([C:20]#[N:21])[CH2:16][CH2:15][N:14]2C=[CH:18][CH:19]=[C:13]12>ClCCl>[CH3:9][S:10][C:11]1[N:14]2[CH2:15][CH2:16][CH:12]([C:20]#[N:21])[C:13]2=[CH:19][CH:18]=1. Procedure details: A solution of 1.15 g N-chlorosuccinimide in 40 ml of dry dichloromethane was cooled, in an atmosphere of nitrogen, to -10° C. (bath temp.) and a solution of 1 ml dimethylsulfide in 10 ml of anhydrous dichloromethane was added dropwise with stirring over a 10 min. period. After a further 10 min. at this temperature, the bath temperature was lowered to -55° C. and a solution of 1.08 g of 1,2-dihydro-3H-pyrrolo[1,2-a]pyrrole-1-carbonitrile (I) in 10 ml of dry dichloromethane was added with stirring...